Task: describe an organic reaction: reactants, conditions, products, and yield. Dataset: the Open Reaction Database (ORD), a public repository of structured organic reaction records The reactants are NC=1C(=CC(=C(C1)N1C=C(C(C2=CC(=C(C(=C12)Cl)F)F)=O)C(=O)O)F)F (1-(5-Amino-2,4-difluorophenyl)-8-chloro-6,7-difluoro-4-oxo-1,4-dihydroquinoline-3-carboxylic acid), NCC(C)O (1-amino-2-propanol). Run in N1=CC=CC=C1 (pyridine). Conditions: temperature 45 celsius, time 16 hour. Yields the product NC=1C(=CC(=C(C1)N1C=C(C(C2=CC(=C(C(=C12)Cl)NCC(C)O)F)=O)C(=O)O)F)F (1-(5-Amino-2,4-difluorophenyl)-8-chloro-6-fluoro-7-(2-hydroxy-n-propylamino)-4-oxo-1,4-dihydroquinoline-3-carboxylic Acid). Isolated yield 91.6%. RXN SMILES: [NH2:1][C:2]1[C:3]([F:26])=[CH:4][C:5]([F:25])=[C:6]([N:8]2[C:17]3[C:12](=[CH:13][C:14]([F:20])=[C:15](F)[C:16]=3[Cl:18])[C:11](=[O:21])[C:10]([C:22]([OH:24])=[O:23])=[CH:9]2)[CH:7]=1.[NH2:27][CH2:28][CH:29]([OH:31])[CH3:30]>N1C=CC=CC=1>[NH2:1][C:2]1[C:3]([F:26])=[CH:4][C:5]([F:25])=[C:6]([N:8]2[C:17]3[C:12](=[CH:13][C:14]([F:20])=[C:15]([NH:27][CH2:28][CH:29]([OH:31])[CH3:30])[C:16]=3[Cl:18])[C:11](=[O:21])[C:10]([C:22]([OH:24])=[O:23])=[CH:9]2)[CH:7]=1. Reported procedure: 1-(5-Amino-2,4-difluorophenyl)-8-chloro-6,7-difluoro-4-oxo-1,4-dihydroquinoline-3-carboxylic acid (150 mg) and 1-amino-2-propanol (150 mg) were added to pyridine (500 mg), and the mixture was stirred at 45° C. for 16 hours. The reaction mixture was concentrated under reduced pressure. A process of adding ethanol (2 ml) to the residue and then concentrating the mixture under reduced pressure was conducted twice repeatedly. Concentrated hydrochloric acid (150 mg) was added to the residue, and the ... Starting materials: N#Cc1cnc2cnc(F)cc2c1Nc1cccc(Br)c1, COc1ccc(CN)cc1, CO, CCO, Cc1ccccc1, ClC(Cl)Cl, ClC(Cl)Cl, O=C(O)C(F)(F)F. RXN SMILES: [Br:1][c:2]1[cH:3][c:4]([NH:8][c:9]2[c:10]([C:20]#[N:21])[cH:11][n:12][c:13]3[cH:14][n:15][c:16]([F:19])[cH:17][c:18]23)[cH:5][cH:6][cH:7]1.[CH3:22][O:23][c:24]1[cH:25][cH:26][c:27]([CH2:28][NH2:29])[cH:30][cH:31]1.[CH3:36][OH:37].[CH3:45][CH2:46][OH:47].[CH3:52][c:53]1[cH:54][cH:55][cH:56][cH:57][cH:58]1.[CH:32]([Cl:33])([Cl:34])[Cl:35].[CH:48]([Cl:49])([Cl:50])[Cl:51].[OH:38][C:39]([C:40]([F:41])([F:42])[F:43])=[O:44]>>[Br:1][c:2]1[cH:3][c:4]([NH:8][c:9]2[c:10]([C:20]#[N:21])[cH:11][n:12][c:13]3[cH:14][n:15][c:16]([NH2:29])[cH:17][c:18]23)[cH:5][cH:6][cH:7]1. Product: N#Cc1cnc2cnc(N)cc2c1Nc1cccc(Br)c1.